This data is from the Open Reaction Database (ORD), a public repository of structured organic reaction records. The task is: describe an organic reaction: reactants, conditions, products, and yield Starting materials: OC1=CC2=C(O[C@@H](CO2)CN)C=C1 ((R)-2,3-Dihydro-6-hydroxy-1,4-benzodioxin-2-methanamine), [I-].[Na+] (sodium iodide), ClCCCOC1=CC=C2C=CC(OC2=C1)=O (7-(3-chloropropoxy)coumarin), C(C)(C)N(CC)C(C)C (diisopropylethylamine). The solvent is CN(C)C=O (DMF). Reaction conditions: temperature 94 celsius. The product is OC1=CC2=C(O[C@@H](CO2)CNCCCOC2=CC3=C(C=CC(O3)=O)C=C2)C=C1 ((R)-7-[3-[[(2,3-Dihydro-6-hydroxy-1,4-benzodioxin-2-yl)methyl]amino]propoxy]-2H-1-benzopyran-2-one). As a reaction SMILES: [OH:1][C:2]1[CH:13]=[CH:12][C:5]2[O:6][C@H:7]([CH2:10][NH2:11])[CH2:8][O:9][C:4]=2[CH:3]=1.Cl[CH2:15][CH2:16][CH2:17][O:18][C:19]1[CH:28]=[C:27]2[C:22]([CH:23]=[CH:24][C:25](=[O:29])[O:26]2)=[CH:21][CH:20]=1.C(N(C(C)C)CC)(C)C.[I-].[Na+]>CN(C=O)C>[OH:1][C:2]1[CH:13]=[CH:12][C:5]2[O:6][C@H:7]([CH2:10][NH:11][CH2:15][CH2:16][CH2:17][O:18][C:19]3[CH:20]=[CH:21][C:22]4[CH:23]=[CH:24][C:25](=[O:29])[O:26][C:27]=4[CH:28]=3)[CH2:8][O:9][C:4]=2[CH:3]=1 |f:3.4|. Procedure details: (R)-2,3-Dihydro-6-hydroxy-1,4-benzodioxin-2-methanamine (2.58 g, 14.2 mmole), 7-(3-chloropropoxy)coumarin (3.08 g, 12.9 mmole), diisopropylethylamine (10 ml, 57 mmole) and sodium iodide (1.98 g, 13.2 mmole) were combined in 175 ml of DMF and heated at 94° C. for 24 hours under a nitrogen atmosphere. The solvent was then removed in vacuum. The residue was twice column chromatographed on silica gel using 1% methanol/dichloromethane as eluant. The product-containing fractions (Rf=0.45 on silica gel...